From a dataset of the Open Reaction Database (ORD), a public repository of structured organic reaction records. describe an organic reaction: reactants, conditions, products, and yield Starting materials: [BH4-], COC(=O)c1cc(C=CC(=O)O)cc(-n2cccc2)c1, CO, Cl[Ni]Cl, [Na+]. Yields the product COC(=O)c1cc(CCC(=O)O)cc(-n2cccc2)c1. Reaction SMILES: [BH4-:21].[C:1](=[O:2])([OH:3])[CH:4]=[CH:5][c:6]1[cH:7][c:8]([C:9](=[O:10])[O:11][CH3:12])[cH:13][c:14](-[n:16]2[cH:17][cH:18][cH:19][cH:20]2)[cH:15]1.[CH3:23][OH:24].[Cl:25][Ni:26][Cl:27].[Na+:22]>>[C:1](=[O:2])([OH:3])[CH2:4][CH2:5][c:6]1[cH:7][c:8]([C:9](=[O:10])[O:11][CH3:12])[cH:13][c:14](-[n:16]2[cH:17][cH:18][cH:19][cH:20]2)[cH:15]1. Starting materials: C(C)(=O)OC(C)(C)C (tert-butyl acetate), ClC1=NC(=CC=C1)C (2-chloro-6-methylpyridine), chloro(2-di-t-butylphosphino-2′,4′,6′-tri-1-propyl-1,1′-biphenyl)[2-(2-aminoethyl)phenyl]palladium(II), [Li+].C[Si](C)(C)[N-][Si](C)(C)C (LHMDS), [Cl-].[NH4+] (ammonium chloride). Solvent: C1(=CC=CC=C1)C (Toluene), O (water). Conditions: temperature 0 celsius, time 30 minute. Product: CC1=CC=CC(=N1)CC(=O)OC(C)(C)C (1,1-dimethylethyl (6-methyl-2-pyridinyl)acetate). Isolated yield 88.6%. As a reaction SMILES: [C:1]([O:4][C:5]([CH3:8])([CH3:7])[CH3:6])(=[O:3])[CH3:2].Cl[C:10]1[CH:15]=[CH:14][CH:13]=[C:12]([CH3:16])[N:11]=1.[Li+].C[Si]([N-][Si](C)(C)C)(C)C.[Cl-].[NH4+]>C1(C)C=CC=CC=1.O>[CH3:16][C:12]1[N:11]=[C:10]([CH2:2][C:1]([O:4][C:5]([CH3:8])([CH3:7])[CH3:6])=[O:3])[CH:15]=[CH:14][CH:13]=1 |f:2.3,4.5|. Procedure: To a stirred solution of tert-butyl acetate (1.013 mL, 7.50 mmol), 2-chloro-6-methylpyridine (638 mg, 5 mmol), chloro(2-di-t-butylphosphino-2′,4′,6′-tri-1-propyl-1,1′-biphenyl)[2-(2-aminoethyl)phenyl]palladium(II) (34.3 mg, 0.050 mmol) in Toluene (10 mL) at 0° C. in a 100-mL round bottom flask under N2 was added a solution of LHMDS (1M in toluene) (15.00 mL, 15.00 mmol) pre-cooled to 0° C. The reaction was stirred for 30 minutes. LCMS indicated the reaction was complete, so it was poured into am... The reactants are CC(C)(C)OC(=O)N1CC(C(=O)O)C(C(=O)O)C1, CC#N, CCN(C(C)C)C(C)C, Nc1ccc(Cl)cc1, On1nnc2ccccc21, On1nnc2ccccc21. Product: CC(C)(C)OC(=O)N1CC(C(=O)O)C(C(=O)Nc2ccc(Cl)cc2)C1. RXN SMILES: [C:1]([CH3:2])([CH3:3])([CH3:4])[O:5][C:6](=[O:7])[N:8]1[CH2:9][CH:10]([C:16](=[O:17])[OH:18])[CH:11]([C:13](=[O:14])[OH:15])[CH2:12]1.[CH3:56][C:57]#[N:58].[CH:19]([N:20]([CH2:21][CH3:22])[CH:23]([CH3:24])[CH3:25])([CH3:26])[CH3:27].[NH2:48][c:49]1[cH:50][cH:51][c:52]([Cl:53])[cH:54][cH:55]1.[OH:28][n:29]1[c:30]2[cH:31][cH:32][cH:33][cH:34][c:35]2[n:36][n:37]1.[OH:38][n:39]1[c:40]2[c:41]([cH:42][cH:43][cH:44][cH:45]2)[n:46][n:47]1>>[C:1]([CH3:2])([CH3:3])([CH3:4])[O:5][C:6](=[O:7])[N:8]1[CH2:9][CH:10]([C:16](=[O:18])[NH:48][c:49]2[cH:50][cH:51][c:52]([Cl:53])[cH:54][cH:55]2)[CH:11]([C:13](=[O:14])[OH:15])[CH2:12]1. Starting materials: C(C1=CC=CC=C1)(=O)OC1=CN(C2=C(C=CC=C2C1=O)F)C (8-fluoro-1-methyl-4-oxo-1 ,4-dihydro-quinol-3-yl benzoate), N1CCCCC1 (piperidine), N1CCCCC1 (piperidine). The solvent is ClCCl (dichloromethane). Conditions: time 24 hour. Product: FC=1C=CC=C2C(C(=CN(C12)C)O)=O (8-fluoro-3-hydroxy-1 -methyl-4-quinolone). As a reaction SMILES: C([O:9][C:10]1[C:19](=[O:20])[C:18]2[C:13](=[C:14]([F:21])[CH:15]=[CH:16][CH:17]=2)[N:12]([CH3:22])[CH:11]=1)(=O)C1C=CC=CC=1.N1CCCCC1>ClCCl>[F:21][C:14]1[CH:15]=[CH:16][CH:17]=[C:18]2[C:13]=1[N:12]([CH3:22])[CH:11]=[C:10]([OH:9])[C:19]2=[O:20]. Procedure details: A mixture of 8-fluoro-1-methyl-4-oxo-1 ,4-dihydro-quinol-3-yl benzoate (10 g), piperidine (3.18 g) and dichloromethane (200 ml) was stirred for 24 hours, a further portion of piperidine (1.7 ml) was added and the stirring continued for a further 24 hours. The solvent was removed by distillation and the residue was triturated with diethyl ether (300 ml). The resultant solid was extracted with aqueous sodium hydroxide (0.1 M, 100 ml) and the extract was neutralised with hydrochloric acid (5M, 2 ml...